This data is from the Open Reaction Database (ORD), a public repository of structured organic reaction records. The task is: describe an organic reaction: reactants, conditions, products, and yield The reactants are C1CCOC1, CCc1cc(C(=O)OC)ccc1OCC1CCCCC1, Cl, [Li+], [OH-], O. Yields the product CCc1cc(C(=O)O)ccc1OCC1CCCCC1. Reaction SMILES: [CH2:24]1[O:25][CH2:26][CH2:27][CH2:28]1.[CH:1]1([CH2:7][O:8][c:9]2[c:10]([CH2:19][CH3:20])[cH:11][c:12]([C:13](=[O:14])[O:15][CH3:16])[cH:17][cH:18]2)[CH2:2][CH2:3][CH2:4][CH2:5][CH2:6]1.[ClH:23].[Li+:22].[OH-:21].[OH2:29]>>[CH:1]1([CH2:7][O:8][c:9]2[c:10]([CH2:19][CH3:20])[cH:11][c:12]([C:13](=[O:14])[OH:15])[cH:17][cH:18]2)[CH2:2][CH2:3][CH2:4][CH2:5][CH2:6]1. Procedure: A solution of ethyl (RS)-4-(2-methylphenyl)-4-[2-methylthio-5-(3-thienylmethoxy)phenoxy]butanoate in acetone (20 mL), at 0° C. is treated dropwise with a solution of potassium peroxymonosulphate (1.01 g of commercial 2KHSO5:KHSO4:K2SO4). The reaction mixture is stirred at 0° C. for 20 minutes, then treated with saturated aqueous sodium bisulphate solution (20 mL), and extracted with dichloromethane (2×50 mL). The combined organic extracts are dried over magnesium sulphate, filtered and concentra... Reactants: CC1=C(C=CC=C1)C(CCC(=O)OCC)OC1=C(C=CC(=C1)OCC1=CSC=C1)SC (ethyl (RS)-4-(2-methylphenyl)-4-[2-methylthio-5-(3-thienylmethoxy)phenoxy]butanoate), S(=O)(=O)(O[O-])[O-].[K+].[K+] (potassium peroxymonosulphate), CC(=O)C (acetone), S([O-])(O)(=O)=O.[Na+] (sodium bisulphate). RXN SMILES: [CH3:1][C:2]1[CH:7]=[CH:6][CH:5]=[CH:4][C:3]=1[CH:8]([O:16][C:17]1[CH:22]=[C:21]([O:23][CH2:24][C:25]2[CH:29]=[CH:28][S:27][CH:26]=2)[CH:20]=[CH:19][C:18]=1SC)[CH2:9][CH2:10][C:11]([O:13][CH2:14][CH3:15])=[O:12].[S:32]([O-:37])(O[O-])(=O)=O.[K+].[K+].S(=O)(=O)(O)[O-].[Na+].[CH3:46]C(C)=O>>[CH3:1][C:2]1[CH:7]=[CH:6][CH:5]=[CH:4][C:3]=1[CH:8]([O:16][C:17]1[CH:18]([CH3:19])[C:46](=[S:32]=[O:37])[CH:20]=[C:21]([O:23][CH2:24][C:25]2[CH:29]=[CH:28][S:27][CH:26]=2)[CH:22]=1)[CH2:9][CH2:10][C:11]([O:13][CH2:14][CH3:15])=[O:12] |f:1.2.3,4.5|. The product is CC1=C(C=CC=C1)C(CCC(=O)OCC)OC=1C(C(C=C(C1)OCC1=CSC=C1)=S=O)C (ethyl (RS,RS)-4-(2-methylphenyl)-4-[2-methyl-sulphinyl-5-(3-thienylmethoxy)phenoxy)-butanoate). Reaction conditions: temperature 0 celsius, time 20 minute. Reactants: C(C1=CC=CC=C1)(=O)NC(C(=O)OC)=CN(C)C (methyl 2-benzoylamino-3-dimethylaminoacrylate), C1(=CC=CC=C1)NC1=CC=CC=C1 (diphenylamine), Cl (hydrochloric acid). Run in C(C)(C)O (isopropanol). Conditions: temperature 10 celsius, time 10 minute. Yields the product C(C1=CC=CC=C1)(=O)NC(C(=O)OC)=CN(C1=CC=CC=C1)C1=CC=CC=C1 (methyl 2-benzoylamino-3-diphenylaminoacrylate). RXN SMILES: [C:1]([NH:9][C:10](=[CH:15]N(C)C)[C:11]([O:13][CH3:14])=[O:12])(=[O:8])[C:2]1[CH:7]=[CH:6][CH:5]=[CH:4][CH:3]=1.[C:19]1([NH:25][C:26]2[CH:31]=[CH:30][CH:29]=[CH:28][CH:27]=2)[CH:24]=[CH:23][CH:22]=[CH:21][CH:20]=1.Cl>C(O)(C)C>[C:1]([NH:9][C:10](=[CH:15][N:25]([C:19]1[CH:20]=[CH:21][CH:22]=[CH:23][CH:24]=1)[C:26]1[CH:27]=[CH:28][CH:29]=[CH:30][CH:31]=1)[C:11]([O:13][CH3:14])=[O:12])(=[O:8])[C:2]1[CH:7]=[CH:6][CH:5]=[CH:4][CH:3]=1. Reported procedure: 66 g (266 mmol) of methyl 2-benzoylamino-3-dimethylaminoacrylate and 50 g (295 mmol) of diphenylamine were dissolved at 40° C. in 1300 ml of isopropanol. The solution was admixed with 60 ml (725 mmol) of concentrated hydrochloric acid within 5 minutes (min) and stirred for a further 10 min. 550 ml of solvent were evaporated off under reduced pressure, the suspension was cooled to 10° C. and the crystallized product was filtered off. The reactants are Cl (HCl), N(N)C1=CC(N(C(N1C)=O)C)=O (6-Hydrazino-1,3-dimethylpyrimidine-2,4(1H,3H)-dione), intermediate, C(C)(=O)OC(C)=O (acetic anhydride), N1=CC=CC=C1 (pyridine). Conditions: temperature 0 celsius. Yields the product C(C)(=O)N1N=C(C2=C1N(C(N(C2=O)C)=O)C)C (1-Acetyl-3,5,7-trimethyl-1H-pyrazolo[3,4-d]pyrimidine-4,6(5H,7H)-dione). Reaction SMILES: [NH:1]([C:3]1[N:8]([CH3:9])[C:7](=[O:10])[N:6]([CH3:11])[C:5](=[O:12])[CH:4]=1)[NH2:2].[C:13](OC(=O)C)(=[O:15])[CH3:14].Cl.N1C=CC=[CH:23][CH:22]=1>>[C:13]([N:1]1[C:3]2[N:8]([CH3:9])[C:7](=[O:10])[N:6]([CH3:11])[C:5](=[O:12])[C:4]=2[C:22]([CH3:23])=[N:2]1)(=[O:15])[CH3:14]. Reported procedure: A mixture of Step 2 intermediate (8.0 g, 47.01 mmol) and acetic anhydride (40 ml) in dry pyridine (78 ml) were refluxed for 3 h. The reaction mixture was cooled to 0° C. and acidified with 1N HCl (200 ml). The solid obtained was collected by filtration, washed with 1 N HCl (25 ml), water (25 ml) and dried to give 6.9 g of the product as a white solid; 1H NMR (300 MHz, DMSO-d6): δ 2.71 (s, 3H), 2.96 (s, 3H), 3.37 (s, 3H), 3.50 (s, 3H). The reactants are ClC1=CC2=C(C(=N1)F)OC1=CC=C(C=C1[C@]21N=C(OC1)N)C=1C(=NC=CC1)F ((S)-3-chloro-1-fluoro-7-(2-fluoropyridin-3-yl)-5′H-spiro[chromeno[2,3-c]pyridine-5,4′-oxazol]-2′-amine), O1CCC(=CC1)B1OC(C(O1)(C)C)(C)C (2-(3,6-dihydro-2H-pyran-4-yl)-4,4,5,5-tetramethyl-1,3,2-dioxaborolane), P(=O)([O-])([O-])[O-].[K+].[K+].[K+] (potassium phosphate). The reagents and catalysts are CC(C)(C)P(C1=CC=C(C=C1)N(C)C)C(C)(C)C.CC(C)(C)P(C1=CC=C(C=C1)N(C)C)C(C)(C)C.Cl[Pd]Cl (bis-(di-tert-butyl(4-dimethylaminophenyl)phosphine)dichloropalladium(II)). The solvent is O1CCOCC1 (dioxane). Reaction conditions: temperature 135 celsius. The product is O1CCC(=CC1)C1=CC2=C(C(=N1)F)OC1=CC=C(C=C1[C@]21N=C(OC1)N)C=1C(=NC=CC1)F ((S)-3-(3,6-dihydro-2H-pyran-4-yl)-1-fluoro-7-(2-fluoropyridin-3-yl)-5′H-spiro[chromeno[2,3-c]pyridine-5,4′-oxazol]-2′-amine). RXN SMILES: Cl[C:2]1[N:7]=[C:6]([F:8])[C:5]2[O:9][C:10]3[C:15]([C@@:16]4([CH2:20][O:19][C:18]([NH2:21])=[N:17]4)[C:4]=2[CH:3]=1)=[CH:14][C:13]([C:22]1[C:23]([F:28])=[N:24][CH:25]=[CH:26][CH:27]=1)=[CH:12][CH:11]=3.[O:29]1[CH2:34][CH:33]=[C:32](B2OC(C)(C)C(C)(C)O2)[CH2:31][CH2:30]1.P([O-])([O-])([O-])=O.[K+].[K+].[K+]>CC(P(C(C)(C)C)C1C=CC(N(C)C)=CC=1)(C)C.CC(P(C(C)(C)C)C1C=CC(N(C)C)=CC=1)(C)C.Cl[Pd]Cl.O1CCOCC1>[O:29]1[CH2:30][CH:31]=[C:32]([C:2]2[N:7]=[C:6]([F:8])[C:5]3[O:9][C:10]4[C:15]([C@@:16]5([CH2:20][O:19][C:18]([NH2:21])=[N:17]5)[C:4]=3[CH:3]=2)=[CH:14][C:13]([C:22]2[C:23]([F:28])=[N:24][CH:25]=[CH:26][CH:27]=2)=[CH:12][CH:11]=4)[CH2:33][CH2:34]1 |f:2.3.4.5,6.7.8|. Procedure: A reaction vessel charged with (S)-3-chloro-1-fluoro-7-(2-fluoropyridin-3-yl)-5′H-spiro[chromeno[2,3-c]pyridine-5,4′-oxazol]-2′-amine (95 mg, 0.237 mmol; prepared as described in Method BB33) 2-(3,6-dihydro-2H-pyran-4-yl)-4,4,5,5-tetramethyl-1,3,2-dioxaborolane (100 mg, 0.474 mmol), bis-(di-tert-butyl(4-dimethylaminophenyl)phosphine)dichloropalladium(II) (8.39 mg, 0.012 mmol) and potassium phosphate (111 mg, 0.522 mmol) in 1.5 ml of a 2:1 mixture of dioxane and was heated at 135° C. microwave fo... Starting materials: C1(=CC=CC=C1)C=1OC=C(N1)COC1=CC=C(CN2N=C(C(=C2)C=O)C=2SC=CC2)C=C1 (1-[4-(2-phenyl-4-oxazolylmethoxy)benzyl]-3-(2-thienyl)-1H-pyrazole-4-carbaldehyde), C(CC(=O)OCC)(=O)OCC (diethyl malonate), N1CCCCC1 (piperidine), C(C1=CC=CC=C1)(=O)O (benzoic acid), Cl (hydrochloric acid). Run in C1(=CC=CC=C1)C (toluene). Run at time 1 hour. The product is C1(=CC=CC=C1)C=1OC=C(N1)COC1=CC=C(CN2N=C(C(=C2)CC(C(=O)OCC)C(=O)OCC)C=2SC=CC2)C=C1 (diethyl [1-[4-(2-phenyl-4-oxazolylmethoxy)benzyl]-3-(2-thienyl)-1H-pyrazol-4-yl]methylmalonate). Yield: 82.9%. RXN SMILES: [C:1]1([C:7]2[O:8][CH:9]=[C:10]([CH2:12][O:13][C:14]3[CH:32]=[CH:31][C:17]([CH2:18][N:19]4[CH:23]=[C:22]([CH:24]=O)[C:21]([C:26]5[S:27][CH:28]=[CH:29][CH:30]=5)=[N:20]4)=[CH:16][CH:15]=3)[N:11]=2)[CH:6]=[CH:5][CH:4]=[CH:3][CH:2]=1.[C:33]([O:41][CH2:42][CH3:43])(=[O:40])[CH2:34][C:35]([O:37][CH2:38][CH3:39])=[O:36].N1CCCCC1.C(O)(=O)C1C=CC=CC=1.Cl>C1(C)C=CC=CC=1>[C:1]1([C:7]2[O:8][CH:9]=[C:10]([CH2:12][O:13][C:14]3[CH:15]=[CH:16][C:17]([CH2:18][N:19]4[CH:23]=[C:22]([CH2:24][CH:34]([C:35]([O:37][CH2:38][CH3:39])=[O:36])[C:33]([O:41][CH2:42][CH3:43])=[O:40])[C:21]([C:26]5[S:27][CH:28]=[CH:29][CH:30]=5)=[N:20]4)=[CH:31][CH:32]=3)[N:11]=2)[CH:2]=[CH:3][CH:4]=[CH:5][CH:6]=1. Procedure: A mixture of 1-[4-(2-phenyl-4-oxazolylmethoxy)benzyl]-3-(2-thienyl)-1H-pyrazole-4-carbaldehyde (1.60 g), diethyl malonate (0.69 g), piperidine (0.12 ml), benzoic acid (0.09 g), and toluene (50 ml) was subjected to azeotropic dehydration for 1 hour. The reaction mixture was poured into dilute hydrochloric acid, and extracted with ethyl acetate. The ethyl acetate layer was washed with saturated aqueous sodium chloride solution, dried (MgSO4), and concentrated. The residue was subjected to silica g...